Dataset: the Open Reaction Database (ORD), a public repository of structured organic reaction records. Task: describe an organic reaction: reactants, conditions, products, and yield Reactants: [NH4+].[Cl-] (NH4Cl), FC1=CC=C2C(=NNC2=C1)N1CCN(CC1)C#CC(=O)OCC (ethyl 3-[4-(6-fluoro-1H-indazol-3-yl)-1-piperazinyl]propinate), C[Mg]Br (methylmagnesium bromide), solution, CCOCC (Et2O). The solvent is C1CCOC1 (THF). Reaction conditions: time 5 hour. The product is Cl.FC1=CC=C2C(=NNC2=C1)N1CCN(CC1)CCC(C)(C)O (4-[4-(6-Fluoro-1H-indazol-3-yl)-1-piperazinyl]-2-hydroxy-2-methylbutane hydrochloride). As a reaction SMILES: [F:1][C:2]1[CH:10]=[C:9]2[C:5]([C:6]([N:11]3[CH2:16][CH2:15][N:14]([C:17]#[C:18]C(OCC)=O)[CH2:13][CH2:12]3)=[N:7][NH:8]2)=[CH:4][CH:3]=1.[CH3:24][Mg]Br.[NH4+].[Cl-:28].CC[O:31][CH2:32][CH3:33]>C1COCC1>[ClH:28].[F:1][C:2]1[CH:10]=[C:9]2[C:5]([C:6]([N:11]3[CH2:12][CH2:13][N:14]([CH2:17][CH2:18][C:32]([OH:31])([CH3:33])[CH3:24])[CH2:15][CH2:16]3)=[N:7][NH:8]2)=[CH:4][CH:3]=1 |f:2.3,6.7|. Procedure: To a stirred solution of ethyl 3-[4-(6-fluoro-1H-indazol-3-yl)-1-piperazinyl]propinate (5.0 g, 16 mmol) in THF (120 ml) under N2 was added, dropwise, methylmagnesium bromide (15.6 ml of a 3.0 M solution in Et2O; 0.047 mol). The temperature was maintained below 30° C. during the addition by using a water bath. After complete addition, the reaction was stirred at ambient temperature for 5 hours. The reaction was cooled in an ice bath and saturated NH4Cl (25 ml) was added. The mixture was extracted... Starting materials: CC#N, N#Cc1cc([N+](=O)[O-])ccc1Cl, Oc1c(F)c(F)cc(F)c1F, [K+], [K+], O=C([O-])[O-], O. Product: N#Cc1cc([N+](=O)[O-])ccc1Oc1c(F)c(F)cc(F)c1F. As a reaction SMILES: [CH3:30][C:31]#[N:32].[Cl:1][c:2]1[c:3]([C:4]#[N:5])[cH:6][c:7]([N+:10](=[O:11])[O-:12])[cH:8][cH:9]1.[F:13][c:14]1[c:15]([OH:23])[c:16]([F:22])[c:17]([F:21])[cH:18][c:19]1[F:20].[K+:24].[K+:25].[O-:26][C:27]([O-:28])=[O:29].[OH2:33]>>[c:2]1([O:23][c:15]2[c:14]([F:13])[c:19]([F:20])[cH:18][c:17]([F:21])[c:16]2[F:22])[c:3]([C:4]#[N:5])[cH:6][c:7]([N+:10](=[O:11])[O-:12])[cH:8][cH:9]1. The reactants are CCOC(=O)c1cnc2c(c1O)CC(OC(=O)OCc1ccccc1)CC2, O=C(Cl)C(=O)Cl, CN(C)C=O. Yields the product CCOC(=O)c1cnc2c(c1Cl)CC(OC(=O)OCc1ccccc1)CC2. RXN SMILES: [CH2:7]([c:8]1[cH:9][cH:10][cH:11][cH:12][cH:13]1)[O:14][C:15](=[O:16])[O:17][CH:18]1[CH2:19][c:20]2[c:21]([OH:33])[c:22]([C:28](=[O:29])[O:30][CH2:31][CH3:32])[cH:23][n:24][c:25]2[CH2:26][CH2:27]1.[Cl:1][C:2]([C:3]([Cl:4])=[O:5])=[O:6].[O:34]=[CH:35][N:36]([CH3:37])[CH3:38]>>[Cl:1][c:21]1[c:20]2[c:25]([n:24][cH:23][c:22]1[C:28](=[O:29])[O:30][CH2:31][CH3:32])[CH2:26][CH2:27][CH:18]([O:17][C:15]([O:14][CH2:7][c:8]1[cH:9][cH:10][cH:11][cH:12][cH:13]1)=[O:16])[CH2:19]2.